From a dataset of the Open Reaction Database (ORD), a public repository of structured organic reaction records. describe an organic reaction: reactants, conditions, products, and yield Starting materials: N#CCC(N)=S, CN1CCOCC1, CCO, O=Cc1cccs1. The product is N#CC(=Cc1cccs1)C(N)=S. As a reaction SMILES: [C:8](#[N:9])[CH2:10][C:11](=[S:12])[NH2:13].[CH3:14][N:15]1[CH2:16][CH2:17][O:18][CH2:19][CH2:20]1.[CH3:21][CH2:22][OH:23].[s:1]1[c:2]([CH:6]=[O:7])[cH:3][cH:4][cH:5]1>>[s:1]1[c:2]([CH:6]=[C:10]([C:8]#[N:9])[C:11](=[S:12])[NH2:13])[cH:3][cH:4][cH:5]1. The reactants are ice water, NC1=CC(=C(C=C1)CC(=O)O)C ((4-amino-2-methylphenyl)acetic acid), C(OCC)(OCC)OCC (triethyl orthoformate), [N-]=[N+]=[N-].[Na+] (sodium azide). The solvent is C(C)(=O)O (acetic acid). Product: CC1=C(C=CC(=C1)N1N=NN=C1)CC(=O)O ([2-methyl-4-(1H-tetrazol-1-yl)phenyl]acetic acid). As a reaction SMILES: [NH2:1][C:2]1[CH:7]=[CH:6][C:5]([CH2:8][C:9]([OH:11])=[O:10])=[C:4]([CH3:12])[CH:3]=1.[CH:13](OCC)(OCC)OCC.[N-:23]=[N+:24]=[N-:25].[Na+]>C(O)(=O)C>[CH3:12][C:4]1[CH:3]=[C:2]([N:1]2[CH:13]=[N:25][N:24]=[N:23]2)[CH:7]=[CH:6][C:5]=1[CH2:8][C:9]([OH:11])=[O:10] |f:2.3|. Procedure: To a solution of (4-amino-2-methylphenyl)acetic acid (0.10 g, 0.61 mmol) and triethyl orthoformate (0.16 ml, 0.97 mmol) in acetic acid (1 ml) was added sodium azide (0.059 g, 0.91 mmol). The resulting mixture was heated to reflux for 4 hours. The mixture was poured into ice water and the resulting solid collected by filtration and dried, under vacuum to provide [2-methyl-4-(1H-tetrazol-1-yl)phenyl]acetic acid. LC-MS (IE, m/z): 219 [M+1]+.